From a dataset of the Open Reaction Database (ORD), a public repository of structured organic reaction records. describe an organic reaction: reactants, conditions, products, and yield Starting materials: CN(S(=O)(=O)C=1C=CC2=C(C(C3=C(C=C2)C=CC=C3)O)C1)C (3-dimethylsulfamoyl-5H-dibenzo[a,d]cyclohepten-5-ol), Cl (hydrogen chloride), O1CCOCC1 (dioxane). The solvent is CCOCC (ether). Conditions: time 5 hour. Product: ClC1C2=C(C=CC3=C1C=C(C=C3)S(N(C)C)(=O)=O)C=CC=C2 (5-chloro-3-dimethylsulfamoyl-5H-dibenzo[a,d]cycloheptene). Reaction SMILES: [CH3:1][N:2]([CH3:22])[S:3]([C:6]1[CH:7]=[CH:8][C:9]2[CH:15]=[CH:14][C:13]3[CH:16]=[CH:17][CH:18]=[CH:19][C:12]=3[CH:11](O)[C:10]=2[CH:21]=1)(=[O:5])=[O:4].O1CCOCC1.[ClH:29]>CCOCC>[Cl:29][CH:11]1[C:10]2[CH:21]=[C:6]([S:3](=[O:5])(=[O:4])[N:2]([CH3:22])[CH3:1])[CH:7]=[CH:8][C:9]=2[CH:15]=[CH:14][C:13]2[CH:16]=[CH:17][CH:18]=[CH:19][C:12]1=2. Reported procedure: A solution of 1.0 g. (0.00317 mole) of 3-dimethylsulfamoyl-5H-dibenzo[a,d]cyclohepten-5-ol in a mixture of 2 ml. of dry dioxane and 2 ml. of absolute ether is cooled in ice and saturated with dry hydrogen chloride. The mixture is allowed to stand at room temperature for 5 hours and then is refrigerated overnight. The white crystalline product is collected, washed with petroleum ether, and dried in a vacuum desiccator over calcium chloride. The yield of 5-chloro-3-dimethylsulfamoyl-5H-dibenzo[a,d... Reactants: CS(=O)(=O)O, CN(C)C=O, O=c1[nH]c2cc(Cl)ccc2n1CCCO, O=C1NCN(c2ccccc2)C12CCNCC2. The product is O=C1NCN(c2ccccc2)C12CCN(CCCn1c(=O)[nH]c3cc(Cl)ccc31)CC2. As a reaction SMILES: [CH3:1][S:2]([OH:3])(=[O:4])=[O:5].[CH3:38][N:39]([CH3:40])[CH:41]=[O:42].[Cl:6][c:7]1[cH:8][c:9]2[c:10]([n:11]([CH2:15][CH2:16][CH2:17][OH:18])[c:12](=[O:14])[nH:13]2)[cH:19][cH:20]1.[c:21]1([N:27]2[CH2:28][NH:29][C:30](=[O:37])[C:31]23[CH2:32][CH2:33][NH:34][CH2:35][CH2:36]3)[cH:22][cH:23][cH:24][cH:25][cH:26]1>>[Cl:6][c:7]1[cH:8][c:9]2[c:10]([n:11]([CH2:15][CH2:16][CH2:17][N:34]3[CH2:33][CH2:32][C:31]4([N:27]([c:21]5[cH:22][cH:23][cH:24][cH:25][cH:26]5)[CH2:28][NH:29][C:30]4=[O:37])[CH2:36][CH2:35]3)[c:12](=[O:14])[nH:13]2)[cH:19][cH:20]1. Reactants: ClCCCCC(=O)C1=CC=2CC3=CC(=CC=C3C2C=C1)C(CCCCCl)=O (2,7-bis(5-chlorovaleryl)fluorene), N1CCCCC1 (piperidine). Procedure: By the procedure of Example 7, 20.2g (0.05 mole) of 2,7-bis(5-chlorovaleryl)fluorene, prepared in Example 2, and 34.0g (0.4mole) of piperidine were reacted. The solid precipitate was recrystallized twice from methanol and chromatographed on alumina. Evaporation of solvent from the fraction collected gave the desired product. M.P. 124°-127° C, λmaxCHCl3 328, Elcm1% 731. Product: N1(CCCCC1)CCCCC(=O)C1=CC=2CC3=CC(=CC=C3C2C=C1)C(CCCCN1CCCCC1)=O (2,7-Bis(5-piperidinovaleryl)fluorene). Reaction SMILES: Cl[CH2:2][CH2:3][CH2:4][CH2:5][C:6]([C:8]1[CH:20]=[CH:19][C:18]2[C:17]3[C:12](=[CH:13][C:14]([C:21](=[O:27])[CH2:22][CH2:23][CH2:24][CH2:25]Cl)=[CH:15][CH:16]=3)[CH2:11][C:10]=2[CH:9]=1)=[O:7].[NH:28]1[CH2:33][CH2:32][CH2:31][CH2:30][CH2:29]1>>[N:28]1([CH2:2][CH2:3][CH2:4][CH2:5][C:6]([C:8]2[CH:20]=[CH:19][C:18]3[C:17]4[C:12](=[CH:13][C:14]([C:21](=[O:27])[CH2:22][CH2:23][CH2:24][CH2:25][N:28]5[CH2:33][CH2:32][CH2:31][CH2:30][CH2:29]5)=[CH:15][CH:16]=4)[CH2:11][C:10]=3[CH:9]=2)=[O:7])[CH2:33][CH2:32][CH2:31][CH2:30][CH2:29]1. Yields the product CCCC(Oc1ccc(Cl)cc1C#Cc1cc(S(=O)(=O)CCC)ccc1C)C(=O)OCC. As a reaction SMILES: [Br:24][CH:25]([C:26](=[O:27])[O:28][CH2:29][CH3:30])[CH2:31][CH2:32][CH3:33].[Cl:1][c:2]1[cH:3][c:4]([C:9]#[C:10][c:11]2[c:12]([CH3:23])[cH:13][cH:14][c:15]([S:17](=[O:18])(=[O:19])[CH2:20][CH2:21][CH3:22])[cH:16]2)[c:5]([OH:8])[cH:6][cH:7]1>>[Cl:1][c:2]1[cH:3][c:4]([C:9]#[C:10][c:11]2[c:12]([CH3:23])[cH:13][cH:14][c:15]([S:17](=[O:18])(=[O:19])[CH2:20][CH2:21][CH3:22])[cH:16]2)[c:5]([O:8][CH:25]([C:26](=[O:27])[O:28][CH2:29][CH3:30])[CH2:31][CH2:32][CH3:33])[cH:6][cH:7]1. The reactants are CCCC(Br)C(=O)OCC, CCCS(=O)(=O)c1ccc(C)c(C#Cc2cc(Cl)ccc2O)c1. Reactants: COc1cc2ncnc(Oc3ccc4c(C(=O)O)cccc4c3)c2cc1OC, Cc1ccc(N)c(N)c1. Yields the product COc1cc2ncnc(Oc3ccc4c(C(=O)Nc5ccc(C)cc5N)cccc4c3)c2cc1OC. Reaction SMILES: [CH3:1][O:2][c:3]1[cH:4][c:5]2[c:6]([O:15][c:16]3[cH:17][c:18]4[cH:19][cH:20][cH:21][c:22]([C:26](=[O:27])[OH:28])[c:23]4[cH:24][cH:25]3)[n:7][cH:8][n:9][c:10]2[cH:11][c:12]1[O:13][CH3:14].[CH3:29][c:30]1[cH:31][c:32]([NH2:37])[c:33]([NH2:36])[cH:34][cH:35]1>>[CH3:1][O:2][c:3]1[cH:4][c:5]2[c:6]([O:15][c:16]3[cH:17][c:18]4[cH:19][cH:20][cH:21][c:22]([C:26](=[O:28])[NH:36][c:33]5[c:32]([NH2:37])[cH:31][c:30]([CH3:29])[cH:35][cH:34]5)[c:23]4[cH:24][cH:25]3)[n:7][cH:8][n:9][c:10]2[cH:11][c:12]1[O:13][CH3:14].